From a dataset of the Open Reaction Database (ORD), a public repository of structured organic reaction records. describe an organic reaction: reactants, conditions, products, and yield The reactants are CC(C)O, C=[N+]=[N-], O=C(O)c1ccc2c(=O)[nH]sc2c1. Product: COC(=O)c1ccc2c(=O)[nH]sc2c1. Reaction SMILES: [CH:17]([OH:18])([CH3:19])[CH3:20].[N+:14](=[N-:15])=[CH2:16].[O:1]=[c:2]1[nH:3][s:4][c:5]2[c:6]1[cH:7][cH:8][c:9]([C:11](=[O:12])[OH:13])[cH:10]2>>[O:1]=[c:2]1[nH:3][s:4][c:5]2[c:6]1[cH:7][cH:8][c:9]([C:11]([O:12][CH3:16])=[O:13])[cH:10]2. Solvent: N1=CC=CC=C1 (pyridine). As a reaction SMILES: [F:1][C:2]1[CH:3]=[C:4]([CH:6]=[CH:7][C:8]=1[CH2:9][C:10]1[N:11]([CH3:24])[C:12]([C:16](=[O:23])[C:17]2[CH:22]=[CH:21][CH:20]=[CH:19][CH:18]=2)=[C:13]([CH3:15])[CH:14]=1)[NH2:5].[CH3:25][S:26](Cl)(=[O:28])=[O:27]>N1C=CC=CC=1>[F:1][C:2]1[CH:3]=[C:4]([NH:5][S:26]([CH3:25])(=[O:28])=[O:27])[CH:6]=[CH:7][C:8]=1[CH2:9][C:10]1[N:11]([CH3:24])[C:12]([C:16](=[O:23])[C:17]2[CH:22]=[CH:21][CH:20]=[CH:19][CH:18]=2)=[C:13]([CH3:15])[CH:14]=1. Reactants: CS(=O)(=O)Cl (Methanesulfonyl chloride), FC=1C=C(N)C=CC1CC=1N(C(=C(C1)C)C(C1=CC=CC=C1)=O)C (3-fluoro-4-[5-benzoyl-1,4-dimethyl-1H-pyrrol-2-ylmethyl]aniline), HCl ice water. Reaction conditions: temperature -5 celsius. Yields the product FC=1C=C(C=CC1CC=1N(C(=C(C1)C)C(C1=CC=CC=C1)=O)C)NS(=O)(=O)C (N-{3-fluoro-4-[5-benzoyl-1,4-dimethyl-1H-pyrrol-2-ylmethyl]phenyl}-methanesulfonamide). The yield is 62.4%. Procedure: 3-Fluoro-4-[5-benzoyl-1,4-dimethyl-1H-pyrrol-2-ylmethyl]aniline (1.0 g, 3.1 mmol) [prepared as described in Example 1] was dissolved in pyridine (10 ml) and the solution was cooled to -5° C. Methanesulfonyl chloride (0.39 g, 3.4 mmol) was added and after 1 h the reaction mixture was poured into 1M HCl/ice/water and extracted with ethyl acetate. The organic layer was washed with water, dried over sodium sulfate and concentrated to dryness. The residue was crystallized from methylene chloride-meth... The reactants are CCOC(=O)C1(C2=C(F)C(=O)N(C(C)c3ccccc3)C2)CC1, CCO. The product is CCOC(=O)C1(C2CN(C(C)c3ccccc3)C(=O)C2F)CC1. As a reaction SMILES: [CH2:1]([CH3:2])[O:3][C:4](=[O:5])[C:6]1([C:9]2=[C:10]([F:23])[C:11](=[O:22])[N:12]([CH:14]([CH3:15])[c:16]3[cH:17][cH:18][cH:19][cH:20][cH:21]3)[CH2:13]2)[CH2:7][CH2:8]1.[CH3:24][CH2:25][OH:26]>>[CH2:1]([CH3:2])[O:3][C:4](=[O:5])[C:6]1([CH:9]2[CH:10]([F:23])[C:11](=[O:22])[N:12]([CH:14]([CH3:15])[c:16]3[cH:17][cH:18][cH:19][cH:20][cH:21]3)[CH2:13]2)[CH2:7][CH2:8]1.